The task is: describe an organic reaction: reactants, conditions, products, and yield. This data is from the Open Reaction Database (ORD), a public repository of structured organic reaction records. Starting materials: CCC(CC)c1cc(C)nn2c(-c3sc(Br)cc3C)c(C)nc12, Fc1ccc(Br)cc1, C1CCOC1, CCOC(C)=O. Product: CCC(CC)c1cc(C)nn2c(-c3sc(-c4ccc(F)cc4)cc3C)c(C)nc12. RXN SMILES: [Br:14][c:15]1[cH:16][c:17]([CH3:36])[c:18](-[c:20]2[c:21]([CH3:35])[n:22][c:23]3[n:24]2[n:25][c:26]([CH3:34])[cH:27][c:28]3[CH:29]([CH2:30][CH3:31])[CH2:32][CH3:33])[s:19]1.[Br:6][c:7]1[cH:8][cH:9][c:10]([F:13])[cH:11][cH:12]1.[CH2:1]1[O:2][CH2:3][CH2:4][CH2:5]1.[CH3:37][CH2:38][O:39][C:40]([CH3:41])=[O:42]>>[c:7]1(-[c:15]2[cH:16][c:17]([CH3:36])[c:18](-[c:20]3[c:21]([CH3:35])[n:22][c:23]4[n:24]3[n:25][c:26]([CH3:34])[cH:27][c:28]4[CH:29]([CH2:30][CH3:31])[CH2:32][CH3:33])[s:19]2)[cH:8][cH:9][c:10]([F:13])[cH:11][cH:12]1. Reactants: C(C)(=O)NC=1C=CC(=C(C(=O)CCC(=O)OC)C1)O (Methyl 3-(5-acetamido-2-hydroxybenzoyl)propionate), C([O-])([O-])=O.[K+].[K+] (potassium carbonate), C(Br)C1CO1 (epibromohydrin). Run in CC(=O)CC (ethyl methyl ketone). The product is C(C)(=O)NC=1C=CC(=C(C(=O)CCC(=O)OC)C1)OCC1CO1 (methyl 3-[5-acetamido-2-(2,3-epoxypropoxy)benzoyl]propionate). The yield is 57.8%. Reaction SMILES: [C:1]([NH:4][C:5]1[CH:6]=[CH:7][C:8]([OH:19])=[C:9]([CH:18]=1)[C:10]([CH2:12][CH2:13][C:14]([O:16][CH3:17])=[O:15])=[O:11])(=[O:3])[CH3:2].C(=O)([O-])[O-].[K+].[K+].[CH2:26]([CH:28]1[O:30][CH2:29]1)Br>CC(CC)=O>[C:1]([NH:4][C:5]1[CH:6]=[CH:7][C:8]([O:19][CH2:26][CH:28]2[O:30][CH2:29]2)=[C:9]([CH:18]=1)[C:10]([CH2:12][CH2:13][C:14]([O:16][CH3:17])=[O:15])=[O:11])(=[O:3])[CH3:2] |f:1.2.3|. Procedure: Methyl 3-(5-acetamido-2-hydroxybenzoyl)propionate (0.75 g, 0.0028 mole), anhydrous potassium carbonate (0.39 g, 0.0028 mole), epibromohydrin (0.78 g, 0.00565 mole) and dry ethyl methyl ketone (20 ml) were stirred and heated under reflux for 16 hours. The cooled mixture was filtered and evaporated under reduced pressure to an oil which was purified by elution from a silica column with chloroformmethanol to give methyl 3-[5-acetamido-2-(2,3-epoxypropoxy)benzoyl]propionate (0.52 g, 57%, m.p. 84°-87... Starting materials: N#CCBr, CC#N, COc1cc(C(C)C)c(O)cc1-c1cscn1, [K+], [K+], O=C([O-])[O-]. The product is COc1cc(C(C)C)c(OCC#N)cc1-c1cscn1. RXN SMILES: [Br:18][CH2:19][C:20]#[N:21].[CH3:28][C:29]#[N:30].[CH:1]([CH3:2])([CH3:3])[c:4]1[c:5]([OH:17])[cH:6][c:7](-[c:12]2[n:13][cH:14][s:15][cH:16]2)[c:8]([O:10][CH3:11])[cH:9]1.[K+:22].[K+:23].[O-:24][C:25]([O-:26])=[O:27]>>[CH:1]([CH3:2])([CH3:3])[c:4]1[c:5]([O:17][CH2:19][C:20]#[N:21])[cH:6][c:7](-[c:12]2[n:13][cH:14][s:15][cH:16]2)[c:8]([O:10][CH3:11])[cH:9]1. Starting materials: CC(C)(C)[Si](C)(C)OCc1cc(C(F)(F)F)ccc1C(O)C1CCCC1, C1CCOC1, CI, [H-], [Na+]. Product: COC(c1ccc(C(F)(F)F)cc1CO[Si](C)(C)C(C)(C)C)C1CCCC1. RXN SMILES: [C:1]([CH3:2])([CH3:3])([CH3:4])[Si:5]([O:6][CH2:7][c:8]1[c:9]([CH:18]([OH:19])[CH:20]2[CH2:21][CH2:22][CH2:23][CH2:24]2)[cH:10][cH:11][c:12]([C:14]([F:15])([F:16])[F:17])[cH:13]1)([CH3:25])[CH3:26].[CH2:31]1[O:32][CH2:33][CH2:34][CH2:35]1.[CH3:29][I:30].[H-:27].[Na+:28]>>[C:1]([CH3:2])([CH3:3])([CH3:4])[Si:5]([O:6][CH2:7][c:8]1[c:9]([CH:18]([O:19][CH3:29])[CH:20]2[CH2:21][CH2:22][CH2:23][CH2:24]2)[cH:10][cH:11][c:12]([C:14]([F:15])([F:16])[F:17])[cH:13]1)([CH3:25])[CH3:26]. Starting materials: C(C1=CC=CC=C1)OC1=CC=C(C=C1)C1=NC=C(C=N1)OCCCC[Si](CCC(F)(F)F)(C)C (2-(4-Benzyloxy-phenyl)-5-{4-[dimethyl-(3,3,3-trifluoropropyl)-silanyl]-butoxy}-pyrimidine). Reagents/catalysts: [Pd] (palladium on charcoal). Solvent: C(C)O.C(C)(=O)OCC (ethanol ethyl acetate). Run at time 24 hour. The product is C[Si](CCCCOC=1C=NC(=NC1)C1=CC=C(C=C1)O)(CCC(F)(F)F)C (4-(5-{4-[Dimethyl-(3,3,3-trifluoropropyl)-silanyl]-butoxy}-pyrimidin-2-yl)-phenol). RXN SMILES: C([O:8][C:9]1[CH:14]=[CH:13][C:12]([C:15]2[N:20]=[CH:19][C:18]([O:21][CH2:22][CH2:23][CH2:24][CH2:25][Si:26]([CH3:34])([CH3:33])[CH2:27][CH2:28][C:29]([F:32])([F:31])[F:30])=[CH:17][N:16]=2)=[CH:11][CH:10]=1)C1C=CC=CC=1>[Pd].C(O)C.C(OCC)(=O)C>[CH3:34][Si:26]([CH3:33])([CH2:27][CH2:28][C:29]([F:32])([F:30])[F:31])[CH2:25][CH2:24][CH2:23][CH2:22][O:21][C:18]1[CH:19]=[N:20][C:15]([C:12]2[CH:13]=[CH:14][C:9]([OH:8])=[CH:10][CH:11]=2)=[N:16][CH:17]=1 |f:2.3|. Procedure: A suspension of compound 40 (0.321 g, 0.658 mmol), palladium on charcoal (0.0343 g, 0.033 mmol) in ethanol/ethyl acetate (6.5 ml, 1:2) was stirred under an atmosphere of hydrogen at room temperature for 24 hours. The reaction mixture was filtered (celite), the solvent removed in vacuo and the residues recrystallized from acetonitrile to yield colorless crystals. Reactants: CC(C(=O)OC)CCC(C)=O (methyl 2-methyl-5-oxohexanoate), C(CN)N (ethylenediamine). The solvent is CCCCCCC (n-heptane). Conditions: temperature 38 celsius, time 1 hour. The product is CC1NCCN2C(C(CC12)C)=O (racemic 5,8-dimethyl-9-oxo-1,4-diazabicyclo[4.3.0]nonane). Isolated yield 92.2%. As a reaction SMILES: [CH3:1][CH:2]([CH2:7][CH2:8][C:9](=O)[CH3:10])[C:3]([O:5]C)=O.[CH2:12]([NH2:15])[CH2:13][NH2:14]>CCCCCCC>[CH3:10][CH:9]1[CH:8]2[N:15]([C:3](=[O:5])[CH:2]([CH3:1])[CH2:7]2)[CH2:12][CH2:13][NH:14]1. Reported procedure: 124.2 g (0.75 mole) of methyl 2-methyl-5-oxohexanoate in 450 ml of n-heptane are initially taken. 52.2 g (0.87 mole) of ethylenediamine are then added dropwise at room temperature in the course of 10 minutes. As a result of the exothermic reaction, the temperature increases to 38° C. 49 ml of the lower phase (aqueous methanol) are separated off. The mixture is cooled to 2° C. and stirred for 1 hour, and the product is filtered off under suction, washed with cold n-heptane and dried. 116.3 g of r...